The task is: describe an organic reaction: reactants, conditions, products, and yield. This data is from the Open Reaction Database (ORD), a public repository of structured organic reaction records. Starting materials: ClC1=NC=C(C(=N1)N[C@@H]1CC(CCC1)=O)F ((S)-3-(2-chloro-5-fluoropyrimidin-4-ylamino)cyclohexanone), C1(=CC=CC=C1)P(=CC(=O)OCC)(C1=CC=CC=C1)C1=CC=CC=C1 (ethyl 2-triphenylphosphoranylideneacetate). Solvent: C1(=CC=CC=C1)C (toluene). The product is ClC1=NC=C(C(=N1)N[C@@H]1CC(CCC1)=CC(=O)OCC)F ((S)-ethyl 2-(3-(2-chloro-5-fluoropyrimidin-4-ylamino)cyclohexylidene)ethanoate). Yield: 99.8%. RXN SMILES: [Cl:1][C:2]1[N:7]=[C:6]([NH:8][C@H:9]2[CH2:14][CH2:13][CH2:12][C:11](=O)[CH2:10]2)[C:5]([F:16])=[CH:4][N:3]=1.C1(P(C2C=CC=CC=2)(C2C=CC=CC=2)=[CH:24][C:25]([O:27][CH2:28][CH3:29])=[O:26])C=CC=CC=1>C1(C)C=CC=CC=1>[Cl:1][C:2]1[N:7]=[C:6]([NH:8][C@H:9]2[CH2:14][CH2:13][CH2:12][C:11](=[CH:24][C:25]([O:27][CH2:28][CH3:29])=[O:26])[CH2:10]2)[C:5]([F:16])=[CH:4][N:3]=1. Reported procedure: To a solution of (3S)-3-[(2-chloro-5-fluoro-pyrimidin-4-yl)amino]cyclohexanone (29b) (2.00 g, 8.21 mmol) in toluene (40 mL) was added ethyl 2-triphenylphosphoranylideneacetate (4.29 g, 12.31 mmol). The reaction was refluxed overnight then concentrated in vacuo and purified by silica gel chromatography (Hexanes:EtOAc). The desired product eluted at 15% ethyl acetate. Clean fractions were combined and concentrated to give 2.57 g of 62a. LCMS+: 314.18 at 3.75 min (10-90% MeOH, 3/5 grad/run, Formic ...